This data is from the Open Reaction Database (ORD), a public repository of structured organic reaction records. The task is: describe an organic reaction: reactants, conditions, products, and yield The reactants are Cl (hydrochloric acid), C(C)OC(COC1=C(C=C(C=C1)OC(C)=O)C)=O (ethyl[4-(acetyloxy)-2-methylphenoxy]acetate), C(C)OC(COC1=C(C=C(C=C1)OC(C)=O)C)=O (ethyl[4-(acetyloxy)-2-methylphenoxy]acetate), [O-]CC.[Na+] (sodium ethoxide). Solvent: C(C)O (ethanol). Reaction conditions: temperature 45 celsius. The product is C(C)OC(COC1=C(C=C(C=C1)O)C)=O (ethyl(4-hydroxy-2-methylphenoxy)acetate). RXN SMILES: [CH2:1]([O:3][C:4](=[O:18])[CH2:5][O:6][C:7]1[CH:12]=[CH:11][C:10]([O:13]C(=O)C)=[CH:9][C:8]=1[CH3:17])[CH3:2].[O-]CC.[Na+].Cl>C(O)C>[CH2:1]([O:3][C:4](=[O:18])[CH2:5][O:6][C:7]1[CH:12]=[CH:11][C:10]([OH:13])=[CH:9][C:8]=1[CH3:17])[CH3:2] |f:1.2|. Procedure: A solution of ethyl[4-(acetyloxy)-2-methylphenoxy]acetate (intermediate 6, 148 g) in ethanol (1300 ml) was treated with sodium ethoxide (41.3 g) and the mixture heated to 45° C. for 2.5 hours. The mixture as cooled to 22° C. and concentrated hydrochloric acid added to give a neutral (pH 7) solution. The resulting mixture was concentrated and the residue dissolved in a mixture of t-butylmethyl ether, water and brine. The organic layer was separated, washed with brine and dried over sodium sulfate... Reactants: ClC1=C(C=C(C#N)C=C1)[N+](=O)[O-] (4-chloro-3-nitrobenzonitrile), C1=CC(=CC(=C1)S(=O)(=O)[O-])P(C2=CC(=CC=C2)S(=O)(=O)[O-])C3=CC(=CC=C3)S(=O)(=O)[O-].[Na+].[Na+].[Na+] (TPPTS), aqueous solution, C1=CC(=CC(=C1)S(=O)(=O)[O-])P(C2=CC(=CC=C2)S(=O)(=O)[O-])C3=CC(=CC=C3)S(=O)(=O)[O-].[Na+].[Na+].[Na+] (TPPTS), P (phosphine), [OH-].[Na+] (NaOH). The reagents and catalysts are Cl[Pd]Cl (PdCl2). Solvent: C=1(C(=CC=CC1)C)C (xylene), O (H2O). Product: ClC1=C(C=C(C#N)C=C1)N (4-chloro-3-aminobenzonitrile). Reaction SMILES: [Cl:1][C:2]1[CH:9]=[CH:8][C:5]([C:6]#[N:7])=[CH:4][C:3]=1[N+:10]([O-])=O.C1C=C(S([O-])(=O)=O)C=C(P(C2C=CC=C(S([O-])(=O)=O)C=2)C2C=CC=C(S([O-])(=O)=O)C=2)C=1.[Na+].[Na+].[Na+].P.[OH-].[Na+]>Cl[Pd]Cl.O.C1(C)C(C)=CC=CC=1>[Cl:1][C:2]1[CH:9]=[CH:8][C:5]([C:6]#[N:7])=[CH:4][C:3]=1[NH2:10] |f:1.2.3.4,6.7|. Procedure details: A degassed solution of 40 mmol of 4-chloro-3-nitrobenzonitrile (starting material) and 40 ml of xylene are placed in an autoclave (volume: 200 ml).5.0 mmol of TPPTS (in the form of 9.2 g of an aqueous solution containing 0.546 mol of TPPTS/kg of solution) as phosphine and 2.4 g (60 mmol) of NaOH, 23.8 ml of H2O and 1.0 mmol of PdCl2 are added. The pH isfrom 10.5 to 11.0. Starting materials: CC(=O)O, CC(=O)O, CC(=O)CC(C)=O, Cl, O=Cc1ccc([N+](=O)[O-])o1, C1CCOC1, O. Yields the product CC(=O)C(=Cc1ccc([N+](=O)[O-])o1)C(C)=O. RXN SMILES: [C:1]([OH:2])(=[O:3])[CH3:4].[C:5]([OH:6])(=[O:7])[CH3:8].[CH3:19][C:20]([CH2:21][C:22]([CH3:23])=[O:24])=[O:25].[ClH:27].[N+:9](=[O:10])([O-:11])[c:12]1[cH:13][cH:14][c:15]([CH:17]=[O:18])[o:16]1.[O:28]1[CH2:29][CH2:30][CH2:31][CH2:32]1.[OH2:26]>>[N+:9](=[O:10])([O-:11])[c:12]1[cH:13][cH:14][c:15]([CH:17]=[C:21]([C:20]([CH3:19])=[O:25])[C:22]([CH3:23])=[O:24])[o:16]1. The reactants are C=C1CCc2cc(CCCCCC)c(OCCCC(=O)OCC)cc21, CCO, [K+], [OH-], O. The product is C=C1CCc2cc(CCCCCC)c(OCCCC(=O)O)cc21. Reaction SMILES: [CH2:6]([CH3:7])[O:8][C:9]([CH2:10][CH2:11][CH2:12][O:13][c:14]1[cH:15][c:16]2[c:20]([cH:21][c:22]1[CH2:23][CH2:24][CH2:25][CH2:26][CH2:27][CH3:28])[CH2:19][CH2:18][C:17]2=[CH2:29])=[O:30].[CH3:1][CH2:2][OH:3].[K+:5].[OH-:4].[OH2:31]>>[O:8]=[C:9]([CH2:10][CH2:11][CH2:12][O:13][c:14]1[cH:15][c:16]2[c:20]([cH:21][c:22]1[CH2:23][CH2:24][CH2:25][CH2:26][CH2:27][CH3:28])[CH2:19][CH2:18][C:17]2=[CH2:29])[OH:30]. Reactants: C(C)N1C=C(C(C2=CC(=C(C=C12)C1=CC(=NC(=C1)C)C)F)=O)C(=O)OCC (ethyl 1-ethyl-6-fluoro-1,4-dihydro-7-(2,6-dimethyl-4-pyridinyl)-4-oxo-3-quinolinecarboxylate), [OH-].[Na+] (sodium hydroxide), O (water), CO (methanol). Run in C(C)(=O)O (acetic acid). Run at time 90 minute. Product: C(C)N1C=C(C(C2=CC(=C(C=C12)C1=CC(=NC(=C1)C)C)F)=O)C(=O)O (1-ethyl-6-fluoro-1,4-dihydro-7-(2,6-dimethyl-4-pyridinyl)-4-oxo-3-quinolinecarboxylic acid). Yield: 95.9%. As a reaction SMILES: [CH2:1]([N:3]1[C:12]2[C:7](=[CH:8][C:9]([F:21])=[C:10]([C:13]3[CH:18]=[C:17]([CH3:19])[N:16]=[C:15]([CH3:20])[CH:14]=3)[CH:11]=2)[C:6](=[O:22])[C:5]([C:23]([O:25]CC)=[O:24])=[CH:4]1)[CH3:2].[OH-].[Na+].O.CO>C(O)(=O)C>[CH2:1]([N:3]1[C:12]2[C:7](=[CH:8][C:9]([F:21])=[C:10]([C:13]3[CH:18]=[C:17]([CH3:19])[N:16]=[C:15]([CH3:20])[CH:14]=3)[CH:11]=2)[C:6](=[O:22])[C:5]([C:23]([OH:25])=[O:24])=[CH:4]1)[CH3:2] |f:1.2|. Procedure: A mixture containing 98 g of ethyl 1-ethyl-6-fluoro-1,4-dihydro-7-(2,6-dimethyl-4-pyridinyl)-4-oxo-3-quinolinecarboxylate, 50 ml of 35% aqueous sodium hydroxide solution, 500 ml of water and 100 ml of methanol was refluxed with stirring for 90 minutes and the resulting brown solution was acidified with acetic acid whereupon a light yellow precipitate separated. The mixture was allowed to stand at room temperature for about 2 hours and the precipitate was collected, washed successively with water... Starting materials: [BH3-]C#N, CNC, CO, O=Cc1cccc(-c2[nH]c3cccc4c3c2CCNC4=O)c1, [Cl-], [Cl-], [Na+], [Zn+2]. Product: CN(C)Cc1cccc(-c2[nH]c3cccc4c3c2CCNC4=O)c1. RXN SMILES: [C:26]([BH3-:27])#[N:28].[CH3:23][NH:24][CH3:25].[CH3:30][OH:31].[CH:1](=[O:2])[c:3]1[cH:4][c:5](-[c:9]2[nH:10][c:11]3[cH:12][cH:13][cH:14][c:15]4[c:16]3[c:17]2[CH2:18][CH2:19][NH:20][C:21]4=[O:22])[cH:6][cH:7][cH:8]1.[Cl-:32].[Cl-:34].[Na+:29].[Zn+2:33]>>[CH2:1]([c:3]1[cH:4][c:5](-[c:9]2[nH:10][c:11]3[cH:12][cH:13][cH:14][c:15]4[c:16]3[c:17]2[CH2:18][CH2:19][NH:20][C:21]4=[O:22])[cH:6][cH:7][cH:8]1)[N:24]([CH3:23])[CH3:25].